From a dataset of the Open Reaction Database (ORD), a public repository of structured organic reaction records. describe an organic reaction: reactants, conditions, products, and yield Starting materials: C1(=CC=CC=C1)N=C=S (Phenylisothiocyanate), resultant mixture, C[O-].[Na+] (Sodium methoxide), I.N=C1SCCN1C (2-imino-3-methylthiazolidine hydroiodide). The solvent is C(C)O (ethanol), C(C)O (ethanol). Yields the product CN1C(SCC1)=NC(=S)NC1=CC=CC=C1 (1-(3-Methylthiazolidin-2-ylidene)-3-phenyl-2-thiourea). Reaction SMILES: C[O-].[Na+].I.[NH:5]=[C:6]1[N:10]([CH3:11])[CH2:9][CH2:8][S:7]1.[C:12]1([N:18]=[C:19]=[S:20])[CH:17]=[CH:16][CH:15]=[CH:14][CH:13]=1>C(O)C>[CH3:11][N:10]1[CH2:9][CH2:8][S:7][C:6]1=[N:5][C:19]([NH:18][C:12]1[CH:17]=[CH:16][CH:15]=[CH:14][CH:13]=1)=[S:20] |f:0.1,2.3|. Reported procedure: Sodium methoxide (2.16 g) was added to a mixture of 2-imino-3-methylthiazolidine hydroiodide (10.0 g) in ethanol (50 ml) and brought to reflux, with stirring. Phenylisothiocyanate (5.4 g) in ethanol (20 ml) was added to the mixture over 5 minutes and the resultant mixture heated under reflux, with stirring, for one hour then cooled in ice. Filteration gave analytically pure product, mpt 169°-170°, which may be recrystallised from isopropanol. The reactants are CNC, Cn1c2cc(OCCCI)ccc2c2c3c(c(-c4ccccc4Cl)cc21)C(=O)NC3=O. The product is CN(C)CCCOc1ccc2c3c4c(c(-c5ccccc5Cl)cc3n(C)c2c1)C(=O)NC4=O. Reaction SMILES: [CH3:32][NH:33][CH3:34].[Cl:1][c:2]1[c:3](-[c:8]2[cH:9][c:10]3[n:11]([CH3:31])[c:12]4[cH:13][c:14]([O:26][CH2:27][CH2:28][CH2:29][I:30])[cH:15][cH:16][c:17]4[c:18]3[c:19]3[c:20]2[C:21](=[O:25])[NH:22][C:23]3=[O:24])[cH:4][cH:5][cH:6][cH:7]1>>[Cl:1][c:2]1[c:3](-[c:8]2[cH:9][c:10]3[n:11]([CH3:31])[c:12]4[cH:13][c:14]([O:26][CH2:27][CH2:28][CH2:29][N:33]([CH3:32])[CH3:34])[cH:15][cH:16][c:17]4[c:18]3[c:19]3[c:20]2[C:21](=[O:25])[NH:22][C:23]3=[O:24])[cH:4][cH:5][cH:6][cH:7]1.